This data is from the Open Reaction Database (ORD), a public repository of structured organic reaction records. The task is: describe an organic reaction: reactants, conditions, products, and yield Reactants: C1=NC=C(C2=CC=CC=C12)C=O (4-isoquinolinecarboxaldehyde), N1(N=CC=C1)C1=CC=C(C=O)C=C1 (4-(1H-pyrazol-1-yl)-benzaldehyde). The product is C1=NC=C(C2=CC=CC=C12)/C=C/C=O ((2E)-3-(4-Isoquinolinyl)-2-propenal). RXN SMILES: [CH:1]1[C:10]2[C:5](=[CH:6][CH:7]=[CH:8][CH:9]=2)[C:4]([CH:11]=O)=[CH:3][N:2]=1.N1(C2C=C[C:21]([CH:22]=[O:23])=CC=2)C=CC=N1>>[CH:1]1[C:10]2[C:5](=[CH:6][CH:7]=[CH:8][CH:9]=2)[C:4](/[CH:11]=[CH:21]/[CH:22]=[O:23])=[CH:3][N:2]=1. Reported procedure: The title compound was prepared by a procedure analogous to Reference Example 30 by substituting 4-isoquinolinecarboxaldehyde for the 4-(1H-pyrazol-1-yl)-benzaldehyde of Reference Example 30. MS 184 (M+H)+. Starting materials: CN(C)C=O, O=C[O-], Cl, O=C1c2ccccc2C(=O)c2c1cccc2[N+](=O)[O-], [Na+], O. Product: O=C1c2ccccc2C(=O)c2c(O)cccc21. RXN SMILES: [CH3:20][N:21]([CH3:22])[CH:24]=[O:23].[CH:25]([O-:26])=[O:27].[ClH:29].[N+:1]([O-:2])(=[O:3])[c:4]1[cH:5][cH:6][cH:7][c:8]2[c:17]1[C:16](=[O:18])[c:15]1[c:10]([cH:11][cH:12][cH:13][cH:14]1)[C:9]2=[O:19].[Na+:28].[OH2:30]>>[c:4]1([OH:23])[cH:5][cH:6][cH:7][c:8]2[c:17]1[C:16](=[O:18])[c:15]1[c:10]([cH:11][cH:12][cH:13][cH:14]1)[C:9]2=[O:19]. Reactants: CCN1CCOCC1, CS(=O)(=O)c1ccc(S(=O)(=O)N2C(C(=O)O)CC3CCCC32)cc1, C[Si](C)(C)NO, CCOC(=O)Cl, CN(C)C=O. Yields the product CS(=O)(=O)c1ccc(S(=O)(=O)N2C(C(=O)NO)CC3CCCC32)cc1. As a reaction SMILES: [CH2:31]([N:32]1[CH2:33][CH2:34][O:35][CH2:36][CH2:37]1)[CH3:38].[CH3:1][S:2](=[O:3])(=[O:4])[c:5]1[cH:6][cH:7][c:8]([S:11](=[O:12])(=[O:13])[N:14]2[CH:15]3[CH:16]([CH2:17][CH:18]2[C:19](=[O:20])[OH:21])[CH2:22][CH2:23][CH2:24]3)[cH:9][cH:10]1.[CH3:39][Si:40]([CH3:41])([CH3:42])[NH:43][OH:44].[Cl:25][C:26]([O:27][CH2:28][CH3:29])=[O:30].[O:45]=[CH:46][N:47]([CH3:48])[CH3:49]>>[CH3:1][S:2](=[O:3])(=[O:4])[c:5]1[cH:6][cH:7][c:8]([S:11](=[O:12])(=[O:13])[N:14]2[CH:15]3[CH:16]([CH2:17][CH:18]2[C:19](=[O:20])[NH:43][OH:44])[CH2:22][CH2:23][CH2:24]3)[cH:9][cH:10]1.